Dataset: the Open Reaction Database (ORD), a public repository of structured organic reaction records. Task: describe an organic reaction: reactants, conditions, products, and yield Product: C[C@@H](CC(=O)Cl)CCCC(C)C ((R)-(+) -3,7-dimethyloctanoyl chloride). RXN SMILES: [CH3:1][C@H:2]([CH2:7][CH2:8][CH2:9][CH:10]([CH3:12])[CH3:11])[CH2:3][C:4](O)=[O:5].C(Cl)(=O)C([Cl:16])=O>C1C=CC=CC=1>[CH3:1][C@H:2]([CH2:7][CH2:8][CH2:9][CH:10]([CH3:12])[CH3:11])[CH2:3][C:4]([Cl:16])=[O:5]. Starting materials: C[C@@H](CC(=O)O)CCCC(C)C ((R)-(+)-3,7dimethyloctanoic acid), C(C(=O)Cl)(=O)Cl (oxalyl chloride). Run in C1=CC=CC=C1 (benzene). Isolated yield 95.4%. Procedure details: A solution of 11.37 g (66.1 mmoles) of (R)-(+)-3,7dimethyloctanoic acid in 50 ml of benzene was stirred while 10 ml (114.6 mmoles) of oxalyl chloride was added. The solution was stirred and refluxed overnight then concentrated in vacuo giving 12.03 g (95.6 %) of (R)-(+) -3,7-dimethyloctanoyl chloride as an oil. An 8.2 g (43.0 mmoles) sample of this material in 10 ml of dichloromethane was added to a stirred solution of 6.2 (43.0 mmoles) of Meldrum's Acid and 8.68 ml of pyridine in 40 ml of dichl... Starting materials: CC(C=O)C(CC(C)(C)C)C (2,3,5,5-Tetramethylhexanal), CC(C)([O-])C.[K+] (potassium t-butoxide), C(C=C)Cl (allyl chloride). Run in CN(C)C=O (DMF), CN(C)C=O (DMF), CN(C)C=O (DMF). Product: CC(C=O)(CC=C)C(C)CC(C)(C)C (2-Methyl-2-(4,4-dimethylpent-2-yl)-4-pentenal). The yield is 12.2%. RXN SMILES: [CH3:1][CH:2]([CH:5]([CH3:11])[CH2:6][C:7]([CH3:10])([CH3:9])[CH3:8])[CH:3]=[O:4].[CH3:12][C:13](C)([O-])[CH3:14].[K+].C(Cl)C=C>CN(C=O)C>[CH3:1][C:2]([CH:5]([CH2:6][C:7]([CH3:9])([CH3:8])[CH3:10])[CH3:11])([CH2:14][CH:13]=[CH2:12])[CH:3]=[O:4] |f:1.2|. Procedure details: In a similar manner to Example 6, 100 g of the aldehyde from Example 72 at a purity of 96% (0.61 mole) in 50 ml of DMF, 80 g of potassium t-butoxide (0.68 mole) in 500 ml of DMF, and 53 g of allyl chloride (0.69 mole) in 50 ml of DMF were reacted in the usual manner. In this way 90.5 g of crude O- and C-alkylates (65.7:9.6) and 12.2% of starting material were produced. The crude product was heated at 155°-170° C. for 3 hours to afford 87 g of crude aldehyde. This material was distilled to afford... Reactants: O=[N+]([O-])c1cnc(Cl)nc1Cl, ClC(Cl)Cl, CNS(=O)(=O)c1ccccc1N. Product: CNS(=O)(=O)c1ccccc1Nc1nc(Cl)ncc1[N+](=O)[O-]. RXN SMILES: [Cl:1][c:2]1[n:3][cH:4][c:5]([N+:9](=[O:10])[O-:11])[c:6]([Cl:8])[n:7]1.[Cl:24][CH:25]([Cl:26])[Cl:27].[NH2:12][c:13]1[c:14]([S:19](=[O:20])(=[O:21])[NH:22][CH3:23])[cH:15][cH:16][cH:17][cH:18]1>>[Cl:1][c:2]1[n:3][cH:4][c:5]([N+:9](=[O:10])[O-:11])[c:6]([NH:12][c:13]2[c:14]([S:19](=[O:20])(=[O:21])[NH:22][CH3:23])[cH:15][cH:16][cH:17][cH:18]2)[n:7]1. The reactants are C(C)(=O)OC=1C(=C2C(=NC1CCCCCCCCCC)N(CC2)C)C (1,4-Dimethyl-6-decyl-2,3-dihydro-1H-pyrrolo[2,3-b]pyridin-5-yl acetate). The reagents and catalysts are [O-2].[O-2].[O-2].[Ni+3].[Ni+3] (nickel peroxide). The solvent is C1=CC=CC=C1 (benzene). Product: C(C)(=O)OC=1C(=C2C(=NC1CCCCCCCCCC)N(C=C2)C)C (1,4-Dimethyl-6-decyl-1H-pyrrolo[2,3-b]pyridin-5-yl acetate). Reaction SMILES: [C:1]([O:4][C:5]1[C:6]([CH3:25])=[C:7]2[CH2:23][CH2:22][N:21]([CH3:24])[C:8]2=[N:9][C:10]=1[CH2:11][CH2:12][CH2:13][CH2:14][CH2:15][CH2:16][CH2:17][CH2:18][CH2:19][CH3:20])(=[O:3])[CH3:2]>C1C=CC=CC=1.[O-2].[O-2].[O-2].[Ni+3].[Ni+3]>[C:1]([O:4][C:5]1[C:6]([CH3:25])=[C:7]2[CH:23]=[CH:22][N:21]([CH3:24])[C:8]2=[N:9][C:10]=1[CH2:11][CH2:12][CH2:13][CH2:14][CH2:15][CH2:16][CH2:17][CH2:18][CH2:19][CH3:20])(=[O:3])[CH3:2] |f:2.3.4.5.6|. Procedure: To a solution containing 51 mg (0.15 mmol) of 2b in 4 mL of benzene was added 42 mg (0.46 mmol) of nickel peroxide. The reaction was stirred at reflux for 18 h. The reaction mixture was filtered through a silica gel plug and washed with three 20-mL portions of benzene, followed by two 20-mL portions of ethyl acetate. The combined organic layer was washed with brine, dried over anhydrous MgSO4, filtered, and concentrated under diminished pressure. The residue was purified via flash chromatography... The reactants are CC(=O)NC1CCN(Cc2ccccc2)CC1(C)C, CO, [H][H], [OH-], [OH-], [Pd+2]. Product: CC(=O)NC1CCNCC1(C)C. Reaction SMILES: [C:1]([CH3:2])(=[O:3])[NH:4][CH:5]1[C:6]([CH3:18])([CH3:19])[CH2:7][N:8]([CH2:11][c:12]2[cH:13][cH:14][cH:15][cH:16][cH:17]2)[CH2:9][CH2:10]1.[CH3:20][OH:21].[H:22][H:23].[OH-:24].[OH-:25].[Pd+2:26]>>[C:1]([CH3:2])(=[O:3])[NH:4][CH:5]1[C:6]([CH3:18])([CH3:19])[CH2:7][NH:8][CH2:9][CH2:10]1. Reactants: CO[C@@H]1[C@]2(C)[C@@H](CC1)[C@@H]1CCC3CC=CC[C@]3(C)[C@H]1CC2 ((17β)-17-methoxyandrost-2-ene), C1=CC(=CC(=C1)Cl)C(=O)OO (m-CPBA). Solvent: ClCCl (dichloromethane), ClCCl (dichloromethane). Reaction conditions: temperature 0 celsius, time 3 hour. Product: CO[C@@H]1[C@]2(C)[C@@H](CC1)[C@@H]1CCC3C[C@H]4[C@@H](C[C@]3(C)[C@H]1CC2)O4 ((2α,3α,17β)-17-methoxy-2,3-epoxyandrostane). Isolated yield 75.8%. As a reaction SMILES: [CH3:1][O:2][C@H:3]1[CH2:8][CH2:7][C@H:6]2[C@H:9]3[C@H:19]([CH2:20][CH2:21][C@:4]12[CH3:5])[C@:17]1([CH3:18])[CH:12]([CH2:13][CH:14]=[CH:15][CH2:16]1)[CH2:11][CH2:10]3.C1C=C(Cl)C=C(C(OO)=[O:30])C=1>ClCCl>[CH3:1][O:2][C@H:3]1[CH2:8][CH2:7][C@H:6]2[C@H:9]3[C@H:19]([CH2:20][CH2:21][C@:4]12[CH3:5])[C@:17]1([CH3:18])[CH:12]([CH2:13][C@@H:14]2[O:30][C@@H:15]2[CH2:16]1)[CH2:11][CH2:10]3. Procedure: To a solution of compound 34 (160 mg, 0.55 mmol) in anhydrous dichloromethane (10 mL) was added m-CPBA (149 mg, 0.67 mmol) at 0° C. under an atmosphere of argon. The solution was stirred at 0° C. over a period of 3 h. The solution was subsequently diluted with dichloromethane (50 mL) and washed with an aqueous sodium bicarbonate solution (10%). The organic layer was dried with sodium sulfate and evaporated under reduced pressure. The crude compound was purified by flash chromatography (Hexanes/a... Starting materials: O=C([O-])[O-], COc1cccc(C2CCCN2)c1, CC#N, Cl, [K+], [K+], ClCc1ccccn1. Yields the product COc1cccc(C2CCCN2Cc2ccccn2)c1. As a reaction SMILES: [C:14](=[O:15])([O-:16])[O-:17].[CH3:1][O:2][c:3]1[cH:4][c:5]([CH:9]2[NH:10][CH2:11][CH2:12][CH2:13]2)[cH:6][cH:7][cH:8]1.[CH3:29][C:30]#[N:31].[ClH:20].[K+:18].[K+:19].[c:21]1([CH2:27][Cl:28])[cH:22][cH:23][cH:24][cH:25][n:26]1>>[CH3:1][O:2][c:3]1[cH:4][c:5]([CH:9]2[N:10]([CH2:27][c:21]3[cH:22][cH:23][cH:24][cH:25][n:26]3)[CH2:11][CH2:12][CH2:13]2)[cH:6][cH:7][cH:8]1.